This data is from the Open Reaction Database (ORD), a public repository of structured organic reaction records. The task is: describe an organic reaction: reactants, conditions, products, and yield Starting materials: C1CCOC1, Cl, CCOC(=O)CN1CCC(C2CCN(C(=O)C(Cc3cc(C)c4c(c3)oc(=O)n4C)OC(=O)N3CCC(N4CCc5ccccc5NC4=O)CC3)CC2)CC1, O. Product: Cc1cc(CC(OC(=O)N2CCC(N3CCc4ccccc4NC3=O)CC2)C(=O)N2CCC(C3CCN(CC(=O)O)CC3)CC2)cc2oc(=O)n(C)c12. As a reaction SMILES: [CH2:58]1[O:59][CH2:60][CH2:61][CH2:62]1.[ClH:56].[O:1]=[C:2]1[NH:3][c:4]2[c:5]([cH:52][cH:53][cH:54][cH:55]2)[CH2:6][CH2:7][N:8]1[CH:9]1[CH2:10][CH2:11][N:12]([C:15](=[O:16])[O:17][CH:18]([C:19](=[O:20])[N:21]2[CH2:22][CH2:23][CH:24]([CH:27]3[CH2:28][CH2:29][N:30]([CH2:33][C:34](=[O:35])[O:36][CH2:37][CH3:38])[CH2:31][CH2:32]3)[CH2:25][CH2:26]2)[CH2:39][c:40]2[cH:41][c:42]3[c:43]([n:44]([CH3:48])[c:45](=[O:47])[o:46]3)[c:49]([CH3:51])[cH:50]2)[CH2:13][CH2:14]1.[OH2:57]>>[O:1]=[C:2]1[NH:3][c:4]2[c:5]([cH:52][cH:53][cH:54][cH:55]2)[CH2:6][CH2:7][N:8]1[CH:9]1[CH2:10][CH2:11][N:12]([C:15](=[O:16])[O:17][CH:18]([C:19](=[O:20])[N:21]2[CH2:22][CH2:23][CH:24]([CH:27]3[CH2:28][CH2:29][N:30]([CH2:33][C:34](=[O:35])[OH:36])[CH2:31][CH2:32]3)[CH2:25][CH2:26]2)[CH2:39][c:40]2[cH:41][c:42]3[c:43]([n:44]([CH3:48])[c:45](=[O:47])[o:46]3)[c:49]([CH3:51])[cH:50]2)[CH2:13][CH2:14]1. Starting materials: [H-].[H-].[H-].[H-].[Li+].[Al+3] (LAH), [OH-].[Na+] (sodium hydroxide), N1=CC(=CC=C1)CC#N (3-pyridylacetonitrile), O (water), O (water). Run in C(C)OCC (diethyl ether), C(C)OCC (diethyl ether). Run at time 14 hour. Yields the product N1=CC(=CC=C1)CCN (2-(3-pyridyl)ethylamine). Yield: 39.1%. As a reaction SMILES: [H-].[H-].[H-].[H-].[Li+].[Al+3].[N:7]1[CH:12]=[CH:11][CH:10]=[C:9]([CH2:13][C:14]#[N:15])[CH:8]=1.O.[OH-].[Na+]>C(OCC)C>[N:7]1[CH:12]=[CH:11][CH:10]=[C:9]([CH2:13][CH2:14][NH2:15])[CH:8]=1 |f:0.1.2.3.4.5,8.9|. Procedure: LAH (1.90 g, 50 mmol) was suspended in diethyl ether (150 ml), and a solution of 3-pyridylacetonitrile (5.91 g, 50 mmol, 1.0 eq) in diethyl ether (150 ml) was added at room temperature. The mixure was stirred at room temperature for 14 hours. To this reaction mixture were successively added water (1.9 ml), a 15% aqueous sodium hydroxide solution (1.9 ml) and water (5.7 ml). The resulting precipitate was filtered through Celite and washed with diethyl ether, which was followed by concentration un... The reactants are CC([C@H](NC(=O)OCCCC=C)C(=O)O)(C)C (3-methyl-N-[(pent-4-enyloxy)carbonyl]-L-valine), N[C@H](C(=O)O)C1CCCCC1 ((2S)-amino(cyclohexyl)acetic acid), CC(CO)(CCC=C)C (2,2-dimethylhex-5-en-1-ol). Yields the product C1(CCCCC1)[C@@H](C(=O)O)NC(=O)OCC(CCC=C)(C)C ((2S)-Cyclohexyl({[(2,2-dimethylhex-5-en-1-yl)oxy]carbonyl}amino)acetic acid). RXN SMILES: CC(C)(C)[C@@H](C(O)=O)N[C:5](OCCCC=C)=[O:6].[NH2:18][C@@H:19]([CH:23]1[CH2:28][CH2:27][CH2:26][CH2:25][CH2:24]1)[C:20]([OH:22])=[O:21].[CH3:29][C:30]([CH3:37])([CH2:33][CH2:34][CH:35]=[CH2:36])[CH2:31][OH:32]>>[CH:23]1([C@H:19]([NH:18][C:5]([O:32][CH2:31][C:30]([CH3:37])([CH3:29])[CH2:33][CH2:34][CH:35]=[CH2:36])=[O:6])[C:20]([OH:22])=[O:21])[CH2:28][CH2:27][CH2:26][CH2:25][CH2:24]1. Procedure details: (2S)-Cyclohexyl({[(2,2-dimethylhex-5-en-1-yl)oxy]carbonyl}amino)acetic acid was prepared according to the procedure for 3-methyl-N-[(pent-4-enyloxy)carbonyl]-L-valine using (2S)-amino(cyclohexyl)acetic acid and 2,2-dimethylhex-5-en-1-ol. LRMS (ESI) m/z 312.3 [(M+H)+; calcd for C17H30NO4: 312.2]. Starting materials: CC(C)(C)C(=O)O, Cl, Cl, Cl, NC1CCC(CCN2CCN(c3nccc4c3OCC4)CC2)CC1. The product is CC(C)(C)C(=O)NC1CCC(CCN2CCN(c3nccc4c3OCC4)CC2)CC1. RXN SMILES: [CH3:28][C:29]([C:30](=[O:31])[OH:32])([CH3:33])[CH3:34].[ClH:1].[ClH:2].[ClH:3].[O:4]1[CH2:5][CH2:6][c:7]2[c:8]1[c:9]([N:13]1[CH2:14][CH2:15][N:16]([CH2:19][CH2:20][CH:21]3[CH2:22][CH2:23][CH:24]([NH2:27])[CH2:25][CH2:26]3)[CH2:17][CH2:18]1)[n:10][cH:11][cH:12]2>>[O:4]1[CH2:5][CH2:6][c:7]2[c:8]1[c:9]([N:13]1[CH2:14][CH2:15][N:16]([CH2:19][CH2:20][CH:21]3[CH2:22][CH2:23][CH:24]([NH:27][C:30]([C:29]([CH3:28])([CH3:33])[CH3:34])=[O:31])[CH2:25][CH2:26]3)[CH2:17][CH2:18]1)[n:10][cH:11][cH:12]2. Starting materials: BrC=1C(=CC2=C(C=3N(CCO2)C=C(N3)C(=O)N)C1)F (10-bromo-9-fluoro-5,6-dihydrobenzo[f]imidazo[1,2-d][1,4]oxazepine-2-carboxamide), FC=1C(=NC=CC1)C(C)(C#C)O (2-(3-fluoropyridin-2-yl)but-3-yn-2-ol). Yields the product FC1=CC2=C(C=3N(CCO2)C=C(N3)C(=O)N)C=C1C#CC(C)(O)C1=NC=CC=C1F ((±)-9-fluoro-10-(3-(3-fluoropyridin-2-yl)-3-hydroxybut-1-yn-1-yl)-5,6-dihydrobenzo[f]imidazo[1,2-d][1,4]oxazepine-2-carboxamide). The yield is 18.0%. As a reaction SMILES: Br[C:2]1[C:3]([F:19])=[CH:4][C:5]2[O:11][CH2:10][CH2:9][N:8]3[CH:12]=[C:13]([C:15]([NH2:17])=[O:16])[N:14]=[C:7]3[C:6]=2[CH:18]=1.[F:20][C:21]1[C:22]([C:27]([OH:31])([C:29]#[CH:30])[CH3:28])=[N:23][CH:24]=[CH:25][CH:26]=1>>[F:19][C:3]1[C:2]([C:30]#[C:29][C:27]([C:22]2[C:21]([F:20])=[CH:26][CH:25]=[CH:24][N:23]=2)([OH:31])[CH3:28])=[CH:18][C:6]2[C:7]3[N:8]([CH:12]=[C:13]([C:15]([NH2:17])=[O:16])[N:14]=3)[CH2:9][CH2:10][O:11][C:5]=2[CH:4]=1. Procedure details: Similar to as described in General Procedure G, 10-bromo-9-fluoro-5,6-dihydrobenzo[f]imidazo[1,2-d][1,4]oxazepine-2-carboxamide was reacted with 2-(3-fluoropyridin-2-yl)but-3-yn-2-ol to give the titled compound as an off-white solid (27 mg, 18%). Starting materials: ClC=1C=CC=C2C=C(N=C(C12)C=O)[C@H](C)NC(OCC1C2=CC=CC=C2C=2C=CC=CC12)=O ((S)-(9H-fluoren-9-yl)methyl 1-(8-chloro-1-formylisoquinolin-3-yl)ethylcarbamate), OOS(=O)[O-].[K+] (OXONE), O (water). Solvent: CN(C)C=O (DMF). Product: C1=CC=CC=2C3=CC=CC=C3C(C12)COC(=O)N[C@@H](C)C=1N=C(C2=C(C=CC=C2C1)Cl)C(=O)O ((S)-3-(1-(((9H-fluoren-9-yl)methoxy)carbonylamino)ethyl)-8-chloroisoquinoline-1-carboxylic acid). RXN SMILES: [Cl:1][C:2]1[CH:3]=[CH:4][CH:5]=[C:6]2[C:11]=1[C:10]([CH:12]=[O:13])=[N:9][C:8]([C@@H:14]([NH:16][C:17](=[O:33])[O:18][CH2:19][CH:20]1[C:32]3[CH:31]=[CH:30][CH:29]=[CH:28][C:27]=3[C:26]3[C:21]1=[CH:22][CH:23]=[CH:24][CH:25]=3)[CH3:15])=[CH:7]2.[OH:34]OS([O-])=O.[K+].O>CN(C=O)C>[CH:22]1[C:21]2[CH:20]([CH2:19][O:18][C:17]([NH:16][C@H:14]([C:8]3[N:9]=[C:10]([C:12]([OH:34])=[O:13])[C:11]4[C:6]([CH:7]=3)=[CH:5][CH:4]=[CH:3][C:2]=4[Cl:1])[CH3:15])=[O:33])[C:32]3[C:27](=[CH:28][CH:29]=[CH:30][CH:31]=3)[C:26]=2[CH:25]=[CH:24][CH:23]=1 |f:1.2|. Procedure: To a solution of (S)-(9H-fluoren-9-yl)methyl 1-(8-chloro-1-formylisoquinolin-3-yl)ethylcarbamate (348) (12.0 g, 26.3 mmol, 1.0 eq) in DMF (150 mL), OXONE (30 g, 48.78 mmol, 1.85 eq) was added and the resulting mixture was stirred at RT over night. The mixture was poured into water (600 mL) and then filtered. The solid was dissolved in ethyl acetate (100 mL), and then PE (300 mL) was added dropwise to this solution. The precipitate was collected by filtration to afford (S)-3-(1-(((9H-fluoren-9-yl... Starting materials: [N+](=O)([O-])C=1C=C(C(=O)C2=CC(=C(C(=C2)CN(CC(=O)OC)CC(=O)OC)O)CN(CC(=O)OC)CC(=O)OC)C=CC1 (4-(3-nitrobenzoyl)-2,6-bis[N,N-bis(methoxycarbonylmethyl)aminomethyl]phenol). The reagents and catalysts are [Pd] (Pd/C). Solvent: CO (methanol). The product is NC=1C=C(C(=O)C2=CC(=C(C(=C2)CN(CC(=O)OC)CC(=O)OC)O)CN(CC(=O)OC)CC(=O)OC)C=CC1 (4-(3-aminobenzoyl)-2,6-bis[N,N-bis(methoxycarbonylmethyl)aminomethyl]phenol). RXN SMILES: [N+:1]([C:4]1[CH:5]=[C:6]([CH:40]=[CH:41][CH:42]=1)[C:7]([C:9]1[CH:14]=[C:13]([CH2:15][N:16]([CH2:22][C:23]([O:25][CH3:26])=[O:24])[CH2:17][C:18]([O:20][CH3:21])=[O:19])[C:12]([OH:27])=[C:11]([CH2:28][N:29]([CH2:35][C:36]([O:38][CH3:39])=[O:37])[CH2:30][C:31]([O:33][CH3:34])=[O:32])[CH:10]=1)=[O:8])([O-])=O>CO.[Pd]>[NH2:1][C:4]1[CH:5]=[C:6]([CH:40]=[CH:41][CH:42]=1)[C:7]([C:9]1[CH:10]=[C:11]([CH2:28][N:29]([CH2:30][C:31]([O:33][CH3:34])=[O:32])[CH2:35][C:36]([O:38][CH3:39])=[O:37])[C:12]([OH:27])=[C:13]([CH2:15][N:16]([CH2:17][C:18]([O:20][CH3:21])=[O:19])[CH2:22][C:23]([O:25][CH3:26])=[O:24])[CH:14]=1)=[O:8]. Procedure details: Compound 1 (0.89 g, 1.5 mmol) was stirred for 1 h in methanol (50 mL) with 10% Pd/C (90 mg) under hydrogen pressure of 50 psi. The mixture was filtered and evaporated in vacuo. The product was purified by chromatography on silica gel using light petroleum (b.p. 50°-70° C.)/ethyl acetate (2:5) as the eluent. The yield of yellowish oil was 0.40 g (48%). 1H NMR (CDCl3): k 3.56 (1H, s), 3.59 (8H, s), 3.71 (12H, s), 4.01 (6H, broad s), 7.05-7.14 (4H, m), 7.70 (2H, s). The reactants are C(C)N1CCN(CC1)C1=NC(=CC2=CC=CC=C12)C1=CC=C(C=C1)S(=O)(=O)CCOCC1=CC=CC=C1 (1-(4-ethylpiperazin-1-yl)-3-[4-(2-benzyloxyethyl)sulfonylphenyl]isoquinoline), Cl (hydrochloride), Cl (hydrochloride), CO (methanol). Reagents/catalysts: [Pd] (palladium/carbon), [Pd] (palladium/carbon). Conditions: time 1 day. Product: Cl.Cl.C(C)N1CCN(CC1)C1=NC(=CC2=CC=CC=C12)C1=CC=C(C=C1)S(=O)(=O)CCCO (1-(4-ethylpiperazin-1-yl)-3-[4-(3-hydroxypropyl)sulfonylphenyl]isoquinoline dihydrochloride). RXN SMILES: [CH2:1]([N:3]1[CH2:8][CH2:7][N:6]([C:9]2[C:18]3[C:13](=[CH:14][CH:15]=[CH:16][CH:17]=3)[CH:12]=[C:11]([C:19]3[CH:24]=[CH:23][C:22]([S:25]([CH2:28][CH2:29]OCC4C=CC=CC=4)(=[O:27])=[O:26])=[CH:21][CH:20]=3)[N:10]=2)[CH2:5][CH2:4]1)[CH3:2].[ClH:38].[CH3:39][OH:40]>[Pd]>[ClH:38].[ClH:38].[CH2:1]([N:3]1[CH2:8][CH2:7][N:6]([C:9]2[C:18]3[C:13](=[CH:14][CH:15]=[CH:16][CH:17]=3)[CH:12]=[C:11]([C:19]3[CH:24]=[CH:23][C:22]([S:25]([CH2:28][CH2:29][CH2:39][OH:40])(=[O:27])=[O:26])=[CH:21][CH:20]=3)[N:10]=2)[CH2:5][CH2:4]1)[CH3:2] |f:4.5.6|. Procedure details: The resulting 1-(4-ethylpiperazin-1-yl)-3-[4-(2-benzyloxyethyl)sulfonylphenyl]isoquinoline (2.56 g) was converted into a hydrochloride in a conventional manner. The resulting hydrochloride was then dissolved in methanol (50 ml), followed by the addition of 10% palladium/carbon catalyst (0.07 g), and the catalytic reduction was conducted at atmospheric pressure overnight. The 10% palladium/carbon catalyst (0.05 g) was additionally added thereto, and the catalytic reduction was conducted at atmosp...